This data is from the Open Reaction Database (ORD), a public repository of structured organic reaction records. The task is: describe an organic reaction: reactants, conditions, products, and yield Starting materials: CCCCOCCOc1ccc(-c2ccc3c(c2)C=C(C(=O)Nc2ccc4nc(SCc5cncn5CCC)n(C)c4c2)CCN3CC(C)C)cc1, CSC, ClCCl, O, O=C(OO)c1cccc(Cl)c1. Product: CCCCOCCOc1ccc(-c2ccc3c(c2)C=C(C(=O)Nc2ccc4nc(S(=O)Cc5cncn5CCC)n(C)c4c2)CCN3CC(C)C)cc1. RXN SMILES: [CH2:1]([CH2:2][CH2:3][CH3:4])[O:5][CH2:6][CH2:7][O:8][c:9]1[cH:10][cH:11][c:12](-[c:15]2[cH:16][cH:17][c:18]3[c:19]([cH:52]2)[CH:20]=[C:21]([C:29](=[O:30])[NH:31][c:32]2[cH:33][cH:34][c:35]4[c:36]([n:37]([CH3:50])[c:38]([S:40][CH2:41][c:42]5[cH:43][n:44][cH:45][n:46]5[CH2:47][CH2:48][CH3:49])[n:39]4)[cH:51]2)[CH2:22][CH2:23][N:24]3[CH2:25][CH:26]([CH3:27])[CH3:28])[cH:13][cH:14]1.[CH3:64][S:65][CH3:66].[Cl:68][CH2:69][Cl:70].[OH2:67].[OH:53][O:54][C:55]([c:56]1[cH:57][c:58]([Cl:59])[cH:60][cH:61][cH:62]1)=[O:63]>>[CH2:1]([CH2:2][CH2:3][CH3:4])[O:5][CH2:6][CH2:7][O:8][c:9]1[cH:10][cH:11][c:12](-[c:15]2[cH:16][cH:17][c:18]3[c:19]([cH:52]2)[CH:20]=[C:21]([C:29](=[O:30])[NH:31][c:32]2[cH:33][cH:34][c:35]4[c:36]([n:37]([CH3:50])[c:38]([S:40]([CH2:41][c:42]5[cH:43][n:44][cH:45][n:46]5[CH2:47][CH2:48][CH3:49])=[O:53])[n:39]4)[cH:51]2)[CH2:22][CH2:23][N:24]3[CH2:25][CH:26]([CH3:27])[CH3:28])[cH:13][cH:14]1. Reactants: C=CCCCCN(C)C(=O)C1CC(O)CC1C(=O)NC1(C(=O)OCC)CC1C=C, CCN(C(C)C)C(C)C, CCOCCl, ClCCl. The product is C=CCCCCN(C)C(=O)C1CC(OCOCC)CC1C(=O)NC1(C(=O)OCC)CC1C=C. RXN SMILES: [CH2:1]([CH3:2])[O:3][C:4](=[O:5])[C:6]1([NH:11][C:12](=[O:13])[CH:14]2[CH:15]([C:20]([N:21]([CH3:22])[CH2:23][CH2:24][CH2:25][CH2:26][CH:27]=[CH2:28])=[O:29])[CH2:16][CH:17]([OH:19])[CH2:18]2)[CH:7]([CH:9]=[CH2:10])[CH2:8]1.[CH:30]([N:31]([CH2:32][CH3:33])[CH:34]([CH3:35])[CH3:36])([CH3:37])[CH3:38].[Cl:39][CH2:40][O:41][CH2:42][CH3:43].[Cl:44][CH2:45][Cl:46]>>[CH2:1]([CH3:2])[O:3][C:4](=[O:5])[C:6]1([NH:11][C:12](=[O:13])[CH:14]2[CH:15]([C:20]([N:21]([CH3:22])[CH2:23][CH2:24][CH2:25][CH2:26][CH:27]=[CH2:28])=[O:29])[CH2:16][CH:17]([O:19][CH2:40][O:41][CH2:42][CH3:43])[CH2:18]2)[CH:7]([CH:9]=[CH2:10])[CH2:8]1. Starting materials: C1(=CC=CC=C1)P(C1=CC=CC=C1)C1=CC=CC=C1 (triphenylphosphine), CC=1C(=C(CO)C=CC1)[N+](=O)[O-] (3-methyl-2-nitrobenzyl alcohol), C1=CC=C(C=C1)P(C2=CC=CC=C2)C3=CC=CC=C3.BrBr (Ph3P Br2). Solvent: C(C)#N (acetonitrile). Reaction conditions: temperature 0 celsius. The product is CC=1C(=C(CBr)C=CC1)[N+](=O)[O-] (3-METHYL-2-NITROBENZYL BROMIDE). RXN SMILES: [CH3:1][C:2]1[C:3]([N+:10]([O-:12])=[O:11])=[C:4]([CH:7]=[CH:8][CH:9]=1)[CH2:5]O.C1(P(C2C=CC=CC=2)C2C=CC=CC=2)C=CC=CC=1.C1C=CC(P(C2C=CC=CC=2)C2C=CC=CC=2)=CC=1.[Br:51]Br>C(#N)C>[CH3:1][C:2]1[C:3]([N+:10]([O-:12])=[O:11])=[C:4]([CH:7]=[CH:8][CH:9]=1)[CH2:5][Br:51] |f:2.3|. Procedure details: A round bottomed flask was charged with 5.0 g (0.029 mol) of 3-methyl-2-nitrobenzyl alcohol and 100 mL of anhydrous acetonitrile. The reaction solution was cooled to 0° C. and treated, portionwise, with 13.2 g (0.031 mol) triphenylphosphine perbromide (Ph3P—Br2). The reaction was allowed to warm to rt overnight at which point the solvent was removed and the resulting solids triturated with 50:50 ether:hexanes. The wash solvent was filtered through a fine frit and then concentrated to give a quan... The reactants are OCCCBr, O=C([O-])[O-], CN(C)C=O, [K+], [K+], O, c1ccc(C(OC2CCNCC2)c2ccccc2)cc1. Product: OCCCN1CCC(OC(c2ccccc2)c2ccccc2)CC1. As a reaction SMILES: [Br:21][CH2:22][CH2:23][CH2:24][OH:25].[C:26](=[O:27])([O-:28])[O-:29].[CH3:33][N:34]([CH3:35])[CH:36]=[O:37].[K+:30].[K+:31].[OH2:32].[c:1]1([CH:7]([O:8][CH:9]2[CH2:10][CH2:11][NH:12][CH2:13][CH2:14]2)[c:15]2[cH:16][cH:17][cH:18][cH:19][cH:20]2)[cH:2][cH:3][cH:4][cH:5][cH:6]1>>[c:1]1([CH:7]([O:8][CH:9]2[CH2:10][CH2:11][N:12]([CH2:22][CH2:23][CH2:24][OH:25])[CH2:13][CH2:14]2)[c:15]2[cH:16][cH:17][cH:18][cH:19][cH:20]2)[cH:2][cH:3][cH:4][cH:5][cH:6]1. The reactants are COC(C1=C(C(=CC(=C1)C=O)C)N(S(=O)(=O)C1=CC=C(C=C1)OC)CC1=CC=CC=C1)=O (2-[Benzyl-(4-methoxy-benzenesulfonyl)-amino]-5-formyl-3-methyl-benzoic acid methyl ester), S(N)(O)(=O)=O (sulfamic acid), Cl(=O)[O-].[Na+] (sodium chlorite). Run in CCOCC (ether), O.C1CCOC1 (water THF). Run at time 2 hour. Product: COC(C=1C=C(C(=O)O)C=C(C1N(S(=O)(=O)C1=CC=C(C=C1)OC)CC1=CC=CC=C1)C)=O (4-[Benzyl-(4-methoxy-benzenesulfonyl)-amino]-5-methyl-isophthalic acid 3-methyl ester). Isolated yield 98.9%. Reaction SMILES: [CH3:1][O:2][C:3](=[O:32])[C:4]1[CH:9]=[C:8]([CH:10]=[O:11])[CH:7]=[C:6]([CH3:12])[C:5]=1[N:13]([CH2:25][C:26]1[CH:31]=[CH:30][CH:29]=[CH:28][CH:27]=1)[S:14]([C:17]1[CH:22]=[CH:21][C:20]([O:23][CH3:24])=[CH:19][CH:18]=1)(=[O:16])=[O:15].S(=O)(=O)([OH:35])N.Cl([O-])=O.[Na+]>O.C1COCC1.CCOCC>[CH3:1][O:2][C:3](=[O:32])[C:4]1[CH:9]=[C:8]([CH:7]=[C:6]([CH3:12])[C:5]=1[N:13]([CH2:25][C:26]1[CH:31]=[CH:30][CH:29]=[CH:28][CH:27]=1)[S:14]([C:17]1[CH:22]=[CH:21][C:20]([O:23][CH3:24])=[CH:19][CH:18]=1)(=[O:15])=[O:16])[C:10]([OH:35])=[O:11] |f:2.3,4.5|. Procedure: To a solution of 317 mg (0.7 mmol) of the product of Example 268 and 102 mg (1.05 mmol) of sulfamic acid in 40 ml of water:THF (3:1) was added 98 mg (1.08 mmol) of sodium chlorite. The resulting mixture stirred for 2 hr, diluted with ether, washed with water and brine, dried over MgSO4, filtered and concentrated in vacuo to provide 325 mg (99%) of the desired carboxylic acid as a white solid. Electrospray Mass Spec 468 (M-H). Starting materials: CC1=C(C(CC1)C(=C)C)CCl (1-methyl-2-chloromethyl-3-isopropenylcyclopentene), C(C(C)C)=O (isobutyraldehyde), [OH-].[Na+] (sodium hydroxide). Reagents/catalysts: [I-].C(CCC)[N+](CCCC)(CCCC)CCCC (tetrabutylammonium iodide). Run in C1(=CC=CC=C1)C (toluene). The product is CC1=C(C(CC1)C(=C)C)CC(C=O)(C)C (1-Methyl-2-(2,2-dimethyl-2-formylethyl)-3-isopropenylcyclopent-1-ene). The yield is 76.0%. As a reaction SMILES: [CH3:1][C:2]1[CH2:6][CH2:5][CH:4]([C:7]([CH3:9])=[CH2:8])[C:3]=1[CH2:10]Cl.[CH:12](=[O:16])[CH:13]([CH3:15])[CH3:14].[OH-].[Na+]>[I-].C([N+](CCCC)(CCCC)CCCC)CCC.C1(C)C=CC=CC=1>[CH3:1][C:2]1[CH2:6][CH2:5][CH:4]([C:7]([CH3:9])=[CH2:8])[C:3]=1[CH2:10][C:13]([CH3:15])([CH3:14])[CH:12]=[O:16] |f:2.3,4.5|. Procedure details: A mixture of 857 g (5 moles) of 1-methyl-2-chloromethyl-3-isopropenylcyclopentene and 360 g (5 moles) of isobutyraldehyde was added in the course of 5 hours, whilst stirring, to a mixture of 480 g of 50% strength sodium hydroxide solution, 24 g of tetrabutylammonium iodide and 500 ml of toluene, at 80° C. The organic phase was then separated off and washed repeatedly with 200 ml portions of water, the toluene was stripped off and the residue was distilled in a rotary evaporator; boiling point 75...